From a dataset of the Open Reaction Database (ORD), a public repository of structured organic reaction records. describe an organic reaction: reactants, conditions, products, and yield The reactants are C1CCNCC1, C#CCN(C)C(=O)NC, [Cl-], Cl, C1COCCO1. RXN SMILES: [CH2:10]1[CH2:11][CH2:12][NH:13][CH2:14][CH2:15]1.[CH3:1][N:2]([C:3](=[O:4])[NH:5][CH3:6])[CH2:7][C:8]#[CH:9].[Cl-:16].[ClH:17].[O:18]1[CH2:19][CH2:23][O:22][CH2:21][CH2:20]1>>[CH3:1][N:2]([C:3](=[O:4])[NH:5][CH3:6])[CH2:7][C:8]#[C:9][CH2:19][N:13]1[CH2:12][CH2:11][CH2:10][CH2:15][CH2:14]1. Product: CNC(=O)N(C)CC#CCN1CCCCC1. The reactants are O1C(=CC=C1)C(=O)NC1=C(C=C2C(C(NC2=C1)=O)(C)C)N (6-furanoylamino-5-amino-3,3-dimethylindolin-2-one), Cl (hydrochloric acid). RXN SMILES: [O:1]1[CH:5]=[CH:4][CH:3]=[C:2]1[C:6]([NH:8][C:9]1[CH:17]=[C:16]2[C:12]([C:13]([CH3:20])([CH3:19])[C:14](=[O:18])[NH:15]2)=[CH:11][C:10]=1[NH2:21])=O.Cl>C(O)C>[CH3:19][C:13]1([CH3:20])[C:12]2[C:16](=[CH:17][C:9]3[NH:8][C:6]([C:2]4[O:1][CH:5]=[CH:4][CH:3]=4)=[N:21][C:10]=3[CH:11]=2)[NH:15][C:14]1=[O:18]. Yields the product CC1(C(NC2=CC3=C(N=C(N3)C=3OC=CC3)C=C21)=O)C (7,7-Dimethyl-2-(2-furanyl)-6,7-dihydro-3H,5H-pyrrolo[2,3-f]benzimidazol-6-one). Reported procedure: 5.7 g. (20 mmol) 6-furanoylamino-5-amino-3,3-dimethylindolin-2-one are heated for 1 hour at 80° C. in 200 ml. ethanol and 40 ml. concentrated hydrochloric acid. The solution is evaporated to dryness, rendered alkaline with 2N aqueous ammonia solution and extracted with methylene chloride. The organic phase is evaporated and the residue purified over silica gel (elution agent: methylene chloride/ammonia-saturated methanol 20:1 v/v). There is obtained 1.8 g. (33.3% of theory) of the desired produc... Run in C(C)O (ethanol).